This data is from the Open Reaction Database (ORD), a public repository of structured organic reaction records. The task is: describe an organic reaction: reactants, conditions, products, and yield Starting materials: Br, Br, CC(C)(C)OC(=O)CN(C(=O)OC(C)(C)C)C(CC1CCCCC1)C(=O)N1CCCC1C(=O)O, Nc1nc2c(s1)CC(N)CC2. The product is CC(C)(C)OC(=O)CN(C(=O)OC(C)(C)C)C(CC1CCCCC1)C(=O)N1CCCC1C(=O)NC1CCc2nc(N)sc2C1. As a reaction SMILES: [BrH:35].[BrH:36].[C:1]([CH3:2])([CH3:3])([CH3:4])[O:5][C:6](=[O:7])[N:8]([CH:9]([C:10](=[O:11])[N:12]1[CH:13]([C:17](=[O:18])[OH:19])[CH2:14][CH2:15][CH2:16]1)[CH2:20][CH:21]1[CH2:22][CH2:23][CH2:24][CH2:25][CH2:26]1)[CH2:27][C:28](=[O:29])[O:30][C:31]([CH3:32])([CH3:33])[CH3:34].[s:37]1[c:38]([NH2:47])[n:39][c:40]2[c:41]1[CH2:42][CH:43]([NH2:46])[CH2:44][CH2:45]2>>[C:1]([CH3:2])([CH3:3])([CH3:4])[O:5][C:6](=[O:7])[N:8]([CH:9]([C:10](=[O:11])[N:12]1[CH:13]([C:17](=[O:18])[NH:46][CH:43]2[CH2:42][c:41]3[s:37][c:38]([NH2:47])[n:39][c:40]3[CH2:45][CH2:44]2)[CH2:14][CH2:15][CH2:16]1)[CH2:20][CH:21]1[CH2:22][CH2:23][CH2:24][CH2:25][CH2:26]1)[CH2:27][C:28](=[O:29])[O:30][C:31]([CH3:32])([CH3:33])[CH3:34].